Dataset: the Open Reaction Database (ORD), a public repository of structured organic reaction records. Task: describe an organic reaction: reactants, conditions, products, and yield Reactants: C12(CC3CC(CC(C1)C3)C2)CO (1-Adamantanemethanol), OC1=CC=C(C=C1)CC(=O)O (4-hydroxyphenylacetic acid), C1(=CC=C(C=C1)S(=O)(=O)O)C (p-toluenesulfonic acid), O (water). Run in C1=CC=CC=C1 (benzene). Conditions: time 8 hour. The product is OC1=CC=C(C=C1)CC(=O)OCC12CC3CC(CC(C1)C3)C2 ((adamant-1-yl)methyl 4-hydroxyphenylacetate). RXN SMILES: [C:1]12([CH2:11][OH:12])[CH2:10][CH:5]3[CH2:6][CH:7]([CH2:9][CH:3]([CH2:4]3)[CH2:2]1)[CH2:8]2.[OH:13][C:14]1[CH:19]=[CH:18][C:17]([CH2:20][C:21](O)=[O:22])=[CH:16][CH:15]=1.C1(C)C=CC(S(O)(=O)=O)=CC=1.O>C1C=CC=CC=1>[OH:13][C:14]1[CH:19]=[CH:18][C:17]([CH2:20][C:21]([O:12][CH2:11][C:1]23[CH2:8][CH:7]4[CH2:6][CH:5]([CH2:4][CH:3]([CH2:9]4)[CH2:2]2)[CH2:10]3)=[O:22])=[CH:16][CH:15]=1. Reported procedure: 1-Adamantanemethanol (8.31 g, 0.05 mol), 4-hydroxyphenylacetic acid (7.6 g, 0.05 mol) and p-toluenesulfonic acid (1 g, 0.006 mol) were refluxed in benzene (100 mL) with continuous water separation for 8 hours. The reaction mixture was allowed to cool with stirring overnight, then was washed, first with water (100 mL), then with aqueous 5% NaHCO3 solution (100 mL), then twice more with water (100 mL). Drying over anhydrous MgSO4, filtering and concentrating in vacuo afforded (adamant-1-yl)methyl ... The reactants are COC(CC1=C(CCC2=NC(=NC=C2C(F)(F)F)NC=2C=C3CCN(CC3=CC2)C(=O)OC(C)(C)C)C=CC=C1)=O (tert-Butyl 6-((4-(2-(2-methoxy-2-oxoethyl)phenethyl)-5-(trifluoromethyl)pyrimidin-2-yl)amino)-3,4-dihydroisoquinoline-2(1H)-carboxylate), O.[OH-].[Li+] (lithium hydroxide hydrate). Solvent: C1CCOC1 (THF), O (water). Yields the product C(C)(C)(C)OC(=O)N1CC2=CC=C(C=C2CC1)NC1=NC=C(C(=N1)CCC1=C(C=CC=C1)CC(=O)[O-])C(F)(F)F.[Li+] (Lithium 2-(2-(2-(2-((2-(tert-butoxycarbonyl)-1,2,3,4-tetrahydroisoquinolin-6-yl)amino)-5-(trifluoromethyl)pyrimidin-4-yl)ethyl)phenyl)acetate). Yield: 80.9%. RXN SMILES: C[O:2][C:3](=[O:41])[CH2:4][C:5]1[CH:40]=[CH:39][CH:38]=[CH:37][C:6]=1[CH2:7][CH2:8][C:9]1[C:14]([C:15]([F:18])([F:17])[F:16])=[CH:13][N:12]=[C:11]([NH:19][C:20]2[CH:21]=[C:22]3[C:27](=[CH:28][CH:29]=2)[CH2:26][N:25]([C:30]([O:32][C:33]([CH3:36])([CH3:35])[CH3:34])=[O:31])[CH2:24][CH2:23]3)[N:10]=1.O.[OH-].[Li+:44]>C1COCC1.O>[C:33]([O:32][C:30]([N:25]1[CH2:24][CH2:23][C:22]2[C:27](=[CH:28][CH:29]=[C:20]([NH:19][C:11]3[N:10]=[C:9]([CH2:8][CH2:7][C:6]4[CH:37]=[CH:38][CH:39]=[CH:40][C:5]=4[CH2:4][C:3]([O-:41])=[O:2])[C:14]([C:15]([F:17])([F:16])[F:18])=[CH:13][N:12]=3)[CH:21]=2)[CH2:26]1)=[O:31])([CH3:36])([CH3:34])[CH3:35].[Li+:44] |f:1.2.3,6.7|. Procedure details: tert-Butyl 6-((4-(2-(2-methoxy-2-oxoethyl)phenethyl)-5-(trifluoromethyl)pyrimidin-2-yl)amino)-3,4-dihydroisoquinoline-2(1H)-carboxylate (I80) (520 mg, 0.91 mmol) was dissolved in THF (20 mL) and a solution of lithium hydroxide hydrate (76 mg. 1.8 mmol) in water (5 mL) was added. After 18 hours the THF was removed under reduced pressure, the mixture was diluted with water (10 mL) and extracted with ethyl acetate (3×50 mL). The combined ethyl acetate phases were washed with brine, dried (sodium su...